This data is from the Open Reaction Database (ORD), a public repository of structured organic reaction records. The task is: describe an organic reaction: reactants, conditions, products, and yield Reactants: C(=O)([O-])[O-].[K+].[K+] (K2CO3), FC=1C=CC(=C(C#N)C1)OC=1C=C2C=NNC2=CC1 (5-fluoro-2-(1H-indazol-5-yloxy)-benzonitrile), ClCC(=O)N(C)C (2-chloro-N,N-dimethylacetamide). The reagents and catalysts are [I-].C(CCC)[N+](CCCC)(CCCC)CCCC (tetrabutyl ammonium iodide). Run in CN(C)C=O (DMF). Run at temperature 11 celsius. The product is C(#N)C1=C(OC=2C=C3C=NN(C3=CC2)CC(=O)N(C)C)C=CC(=C1)F (2-[5-(2-Cyano-4-fluorophenoxy)-indazol-1-yl]-N,N-dimethylacetamide). Yield: 12.0%. RXN SMILES: [F:1][C:2]1[CH:3]=[CH:4][C:5]([O:10][C:11]2[CH:12]=[C:13]3[C:17](=[CH:18][CH:19]=2)[NH:16][N:15]=[CH:14]3)=[C:6]([CH:9]=1)[C:7]#[N:8].Cl[CH2:21][C:22]([N:24]([CH3:26])[CH3:25])=[O:23].C([O-])([O-])=O.[K+].[K+]>CN(C=O)C.[I-].C([N+](CCCC)(CCCC)CCCC)CCC>[C:7]([C:6]1[CH:9]=[C:2]([F:1])[CH:3]=[CH:4][C:5]=1[O:10][C:11]1[CH:12]=[C:13]2[C:17](=[CH:18][CH:19]=1)[N:16]([CH2:21][C:22]([N:24]([CH3:26])[CH3:25])=[O:23])[N:15]=[CH:14]2)#[N:8] |f:2.3.4,6.7|. Procedure details: To a solution of 5-fluoro-2-(1H-indazol-5-yloxy)-benzonitrile (44d) (0.200 g, 0.790 mmol) in DMF (6 mL) was added 2-chloro-N,N-dimethylacetamide (0.115 g, 0.948 mmol) and tetrabutyl ammonium iodide (0.088 g, 0.237 mmol), followed by K2CO3 (0.164 g, 1.19 mmol). The mixture was heated to 11° C. for 48 hours under N2 atmosphere. The reaction mixture was concentrated under reduced pressure and dissolved in dichloromethane. The solution was washed with 1N HCl, filtered, and chromatographed on Biotage...